Task: describe an organic reaction: reactants, conditions, products, and yield. Dataset: the Open Reaction Database (ORD), a public repository of structured organic reaction records The reactants are O=c1ccc(Br)cn1C1CC1, O=C([O-])[O-], C1COCCO1, [Cs+], [Cs+], CC(c1ccc(B2OC(C)(C)C(C)(C)O2)cc1)N1CCC(CC(C)(C)O)(c2ccccc2)OC1=O. Yields the product CC(c1ccc(-c2ccc(=O)n(C3CC3)c2)cc1)N1CCC(CC(C)(C)O)(c2ccccc2)OC1=O. Reaction SMILES: [Br:36][c:37]1[cH:38][cH:39][c:40](=[O:46])[n:41]([CH:43]2[CH2:44][CH2:45]2)[cH:42]1.[C:47](=[O:48])([O-:49])[O-:50].[CH2:53]1[O:54][CH2:55][CH2:56][O:57][CH2:58]1.[Cs+:51].[Cs+:52].[OH:1][C:2]([CH2:3][C:4]1([c:28]2[cH:29][cH:30][cH:31][cH:32][cH:33]2)[CH2:5][CH2:6][N:7]([CH:11]([CH3:12])[c:13]2[cH:14][cH:15][c:16]([B:19]3[O:20][C:21]([CH3:22])([CH3:23])[C:24]([CH3:25])([CH3:26])[O:27]3)[cH:17][cH:18]2)[C:8](=[O:10])[O:9]1)([CH3:34])[CH3:35]>>[OH:1][C:2]([CH2:3][C:4]1([c:28]2[cH:29][cH:30][cH:31][cH:32][cH:33]2)[CH2:5][CH2:6][N:7]([CH:11]([CH3:12])[c:13]2[cH:14][cH:15][c:16](-[c:37]3[cH:38][cH:39][c:40](=[O:46])[n:41]([CH:43]4[CH2:44][CH2:45]4)[cH:42]3)[cH:17][cH:18]2)[C:8](=[O:10])[O:9]1)([CH3:34])[CH3:35].